Dataset: the Open Reaction Database (ORD), a public repository of structured organic reaction records. Task: describe an organic reaction: reactants, conditions, products, and yield Reported procedure: An adaptation of the method of Burrell et al., J. Chem. Soc. Perkin I. 2707 (1973), was used. A mixture of 1,2-phenylenediamine (324 mg, 3.00 mmol; Aldrich Co.) and ethyl thiooxamate (400 mg, 3.00 mmol; Aldrich Co.) in 7.5 mL of ethanol was heated to reflux. The resulting solution was stirred under reflux for 3 h. The resulting suspension was cool to 25° C. A pale yellow precipitate appeared. The mixture was vacuum filtered and the solid was washed with EtOH (5×2 mL) and dried in vacuum at 60° C... Run in C(C)O (ethanol). The product is NC=1C(NC2=CC=CC=C2N1)=O (3-aminoquinoxalin-2(1H)-one). Conditions: temperature 25 celsius. The yield is 17.6%. As a reaction SMILES: [C:1]1([NH2:8])[CH:6]=[CH:5][CH:4]=[CH:3][C:2]=1[NH2:7].[C:9]([O:14]CC)(=S)[C:10]([NH2:12])=O>C(O)C>[NH2:12][C:10]1[C:9](=[O:14])[NH:7][C:2]2[C:1]([N:8]=1)=[CH:6][CH:5]=[CH:4][CH:3]=2. The reactants are C1(=C(C=CC=C1)N)N (1,2-phenylenediamine), C(C(=O)N)(=S)OCC (ethyl thiooxamate).